Dataset: the Open Reaction Database (ORD), a public repository of structured organic reaction records. Task: describe an organic reaction: reactants, conditions, products, and yield Reactants: solution, C[O-].[Na+] (sodium methylate), CO (methanol), NC1=NC(=CC(=N1)N)Cl (2,4-diamino-6-chloropyrimidine), C(OC)(OC)=O (dimethyl carbonate), ice, [Cl-].[Na+] (sodium chloride). Solvent: O (water). Reaction conditions: time 1 hour. Product: ClC1=CC(=NC(=N1)NC(=O)OC)NC(=O)OC (dimethyl 6-chloro-2,4-pyrimidinedicarbamate). RXN SMILES: [NH2:1][C:2]1[N:7]=[C:6]([NH2:8])[CH:5]=[C:4]([Cl:9])[N:3]=1.[C:10](=[O:15])([O:13][CH3:14])OC.[CH3:16][O-:17].[Na+].[Cl-].[Na+].[CH3:21][OH:22]>O>[Cl:9][C:4]1[N:3]=[C:2]([NH:1][C:16]([O:22][CH3:21])=[O:17])[N:7]=[C:6]([NH:8][C:10]([O:13][CH3:14])=[O:15])[CH:5]=1 |f:2.3,4.5|. Reported procedure: A mixture of 144.6 g (1 mol) of 2,4-diamino-6-chloropyrimidine and 2170 ml of dimethyl carbonate is heated to about 80° under nitrogen and while stirring and then treated dropwise over a period of 30 minutes with 373 ml (2 mol) of a 30 percent solution of sodium methylate in methanol, a white suspension resulting. The mixture is thereafter stirred at about 70° for a further hour, poured into a mixture of 3 kg of ice and 1 l of water, treated with 1440 g of sodium chloride and stirred, while cold... Reactants: Cl.ClC=1C=C(CNC[C@@H](CP(O)(=O)CC2=CC=C(C=C2)C)O)C=CC1Cl (3-(3,4-dichlorobenzylamino)-2(S)-hydroxy-propyl(p-methylbenzyl)phosphinic acid hydrochloride). Solvent: C(C)O (ethanol). Yields the product C1C(C)O1 (propylenoxide), ClC=1C=C(CNC[C@@H](CP(O)(=O)CC2=CC=C(C=C2)C)O)C=CC1Cl (3-(3,4-dichlorobenzylamino)-2(S)-hydroxy-propyl(p-methylbenzyl)phosphinic acid). Reaction SMILES: Cl.[Cl:2][C:3]1[CH:4]=[C:5]([CH:23]=[CH:24][C:25]=1[Cl:26])[CH2:6][NH:7][CH2:8][C@H:9]([OH:22])[CH2:10][P:11]([CH2:14][C:15]1[CH:20]=[CH:19][C:18]([CH3:21])=[CH:17][CH:16]=1)(=[O:13])[OH:12]>C(O)C>[CH2:8]1[O:22][CH:9]1[CH3:10].[Cl:2][C:3]1[CH:4]=[C:5]([CH:23]=[CH:24][C:25]=1[Cl:26])[CH2:6][NH:7][CH2:8][C@H:9]([OH:22])[CH2:10][P:11]([CH2:14][C:15]1[CH:20]=[CH:19][C:18]([CH3:21])=[CH:17][CH:16]=1)(=[O:12])[OH:13] |f:0.1|. Reported procedure: In a manner analogous to that described in Preparation Example 2 3-(3,4-dichlorobenzylamino)-2(S)-hydroxy-propyl(p-methylbenzyl)phosphinic acid hydrochloride can be manufactured. Dissolution in ethanol and treatment with propylenoxide yields 3-(3,4-dichlorobenzylamino)-2(S)-hydroxy-propyl(p-methylbenzyl)phosphinic acid of m.p. 222.5°-224° Starting materials: CC(=O)O, CCC(C(=O)OC)N(c1nc(Cl)ncc1[N+](=O)[O-])C1CCC(F)(F)C1, [Fe]. The product is CCC1C(=O)Nc2cnc(Cl)nc2N1C1CCC(F)(F)C1. As a reaction SMILES: [CH3:26][C:27](=[O:28])[OH:29].[Cl:1][c:2]1[n:3][cH:4][c:5]([N+:23]([O-:24])=[O:25])[c:6]([N:8]([CH:9]([C:10](=[O:11])[O:12][CH3:13])[CH2:14][CH3:15])[CH:16]2[CH2:17][C:18]([F:21])([F:22])[CH2:19][CH2:20]2)[n:7]1.[Fe:30]>>[Cl:1][c:2]1[n:3][cH:4][c:5]2[c:6]([n:7]1)[N:8]([CH:16]1[CH2:17][C:18]([F:21])([F:22])[CH2:19][CH2:20]1)[CH:9]([CH2:14][CH3:15])[C:10](=[O:11])[NH:23]2. The reactants are ClC1=NC=C(C(=N1)C(F)(F)F)C(=O)N1CCOCC1 (4-{[2-chloro-4-(trifluoromethyl)pyrimidin-5-yl]carbonyl}morpholine), [N+](=O)([O-])C=1C=C2CCCNC2=CC1 (6-nitro-1,2,3,4-tetrahydroquinoline), C1=CC=C(C=C1)P(C2=CC=CC=C2)C3=C(C4=CC=CC=C4C=C3)C5=C(C=CC6=CC=CC=C65)P(C7=CC=CC=C7)C8=CC=CC=C8 ((R)-(+)-2,2′-bis(diphenylphosphino)-1,1′-binaphthyl), CC(C)([O-])C.[Na+] (sodium tert-butoxide). The reagents and catalysts are C=1C=CC(=CC1)/C=C/C(=O)/C=C/C2=CC=CC=C2.C=1C=CC(=CC1)/C=C/C(=O)/C=C/C2=CC=CC=C2.C=1C=CC(=CC1)/C=C/C(=O)/C=C/C2=CC=CC=C2.[Pd].[Pd] (tris(dibenzylideneacetone)dipalladium(0)). The solvent is C1(=CC=CC=C1)C (toluene), O (water). Reaction conditions: temperature 110 celsius, time 30 minute. The product is N1(CCOCC1)C(=O)C=1C(=NC(=NC1)N1CCCC2=CC(=CC=C12)[N+](=O)[O-])C(F)(F)F (1-[5-(morpholin-4-ylcarbonyl)-4-(trifluoromethyl)pyrimidin-2-yl]-6-nitro-1,2,3,4-tetrahydroquinoline). Isolated yield 27.9%. Reaction SMILES: Cl[C:2]1[N:7]=[C:6]([C:8]([F:11])([F:10])[F:9])[C:5]([C:12]([N:14]2[CH2:19][CH2:18][O:17][CH2:16][CH2:15]2)=[O:13])=[CH:4][N:3]=1.[N+:20]([C:23]1[CH:24]=[C:25]2[C:30](=[CH:31][CH:32]=1)[NH:29][CH2:28][CH2:27][CH2:26]2)([O-:22])=[O:21].C1C=CC(P(C2C=CC3C(=CC=CC=3)C=2C2C3C(=CC=CC=3)C=CC=2P(C2C=CC=CC=2)C2C=CC=CC=2)C2C=CC=CC=2)=CC=1.CC(C)([O-])C.[Na+]>C1C=CC(/C=C/C(/C=C/C2C=CC=CC=2)=O)=CC=1.C1C=CC(/C=C/C(/C=C/C2C=CC=CC=2)=O)=CC=1.C1C=CC(/C=C/C(/C=C/C2C=CC=CC=2)=O)=CC=1.[Pd].[Pd].O.C1(C)C=CC=CC=1>[N:14]1([C:12]([C:5]2[C:6]([C:8]([F:11])([F:10])[F:9])=[N:7][C:2]([N:29]3[C:30]4[C:25](=[CH:24][C:23]([N+:20]([O-:22])=[O:21])=[CH:32][CH:31]=4)[CH2:26][CH2:27][CH2:28]3)=[N:3][CH:4]=2)=[O:13])[CH2:19][CH2:18][O:17][CH2:16][CH2:15]1 |f:3.4,5.6.7.8.9|. Procedure details: A mixture of 4-{[2-chloro-4-(trifluoromethyl)pyrimidin-5-yl]carbonyl}morpholine (150 mg), 6-nitro-1,2,3,4-tetrahydroquinoline (136 mg), tris(dibenzylideneacetone)dipalladium(0) (14 mg), (R)-(+)-2,2′-bis(diphenylphosphino)-1,1′-binaphthyl (19 mg), sodium tert-butoxide (98 mg), and toluene (2 mL) was stirred at 110° C. for 30 minutes under radiation with microwave. To the reaction mixture was added water and the aqueous layer was extracted with ethyl acetate. The organic layer was washed with satu... Reactants: C12(CC3CC(CC(C1)C3)C2)CO (1-adamantanemethanol), CC1(OB(OC1(C)C)C=1C=NNC1)C (4-(4,4,5,5-tetramethyl-1,3,2-dioxaborolan-2-yl)-1H-pyrazole), CC1=NNC(=C1B1OC(C(O1)(C)C)(C)C)C (3,5-dimethyl-4-(4,4,5,5-tetramethyl-1,3,2-dioxaborolan-2-yl)-1H-pyrazole). Product: C12(OC3CC(CC(C1)C3)C2)CN2N=CC(=C2)B2OC(C(O2)(C)C)(C)C (1-(2-oxatricyclo[3.3.1.13,7]dec-1-ylmethyl)-4-(4,4,5,5-tetramethyl-1,3,2-dioxaborolan-2-yl)-1H-pyrazole). RXN SMILES: [C:1]12([CH2:11]O)[CH2:10][CH:5]3[CH2:6][CH:7]([CH2:9][CH:3]([CH2:4]3)C1)[CH2:8]2.[CH3:13][C:14]1([CH3:26])[C:18]([CH3:20])([CH3:19])[O:17][B:16]([C:21]2[CH:22]=[N:23][NH:24][CH:25]=2)[O:15]1.CC1C(B2OC(C)(C)C(C)(C)[O:34]2)=C(C)NN=1>>[C:1]12([CH2:11][N:24]3[CH:25]=[C:21]([B:16]4[O:17][C:18]([CH3:19])([CH3:20])[C:14]([CH3:26])([CH3:13])[O:15]4)[CH:22]=[N:23]3)[CH2:8][CH:7]3[CH2:6][CH:5]([CH2:4][CH:3]([CH2:9]3)[O:34]1)[CH2:10]2. Procedure details: The title compound was prepared by substituting EXAMPLE 13A for 1-adamantanemethanol and 4-(4,4,5,5-tetramethyl-1,3,2-dioxaborolan-2-yl)-1H-pyrazole for 3,5-dimethyl-4-(4,4,5,5-tetramethyl-1,3,2-dioxaborolan-2-yl)-1H-pyrazole in EXAMPLE 2A. The reactants are BrCc1cccc(-c2ccccc2)c1, CC#N, CC1(C)C(C=C(Cl)Cl)C1C(=O)O, CCCCCCC, [K+], C1CN2CCN1CC2, [OH-], O. Yields the product CC1(C)C(C=C(Cl)Cl)C1C(=O)OCc1cccc(-c2ccccc2)c1. As a reaction SMILES: [Br:15][CH2:16][c:17]1[cH:18][c:19](-[c:23]2[cH:24][cH:25][cH:26][cH:27][cH:28]2)[cH:20][cH:21][cH:22]1.[CH3:38][C:39]#[N:40].[CH3:3][C:4]1([CH3:5])[CH:6]([CH:7]=[C:8]([Cl:9])[Cl:10])[CH:11]1[C:12]([OH:13])=[O:14].[CH3:41][CH2:42][CH2:43][CH2:44][CH2:45][CH2:46][CH3:47].[K+:2].[N:29]12[CH2:30][CH2:31][N:32]([CH2:33][CH2:34]1)[CH2:35][CH2:36]2.[OH-:1].[OH2:37]>>[CH3:3][C:4]1([CH3:5])[CH:6]([CH:7]=[C:8]([Cl:9])[Cl:10])[CH:11]1[C:12]([O:13][CH2:16][c:17]1[cH:18][c:19](-[c:23]2[cH:24][cH:25][cH:26][cH:27][cH:28]2)[cH:20][cH:21][cH:22]1)=[O:14]. Starting materials: CCOC(=O)c1cncc(C#Cc2ccccc2)c1, CO, [Na+], [OH-], O. Product: O=C(O)c1cncc(C#Cc2ccccc2)c1. Reaction SMILES: [CH2:1]([CH3:2])[O:3][C:4]([c:5]1[cH:6][n:7][cH:8][c:9]([C:11]#[C:12][c:13]2[cH:14][cH:15][cH:16][cH:17][cH:18]2)[cH:10]1)=[O:19].[CH3:22][OH:23].[Na+:21].[OH-:20].[OH2:24]>>[O:3]=[C:4]([c:5]1[cH:6][n:7][cH:8][c:9]([C:11]#[C:12][c:13]2[cH:14][cH:15][cH:16][cH:17][cH:18]2)[cH:10]1)[OH:19].